From a dataset of the Open Reaction Database (ORD), a public repository of structured organic reaction records. describe an organic reaction: reactants, conditions, products, and yield The product is OCCCCc1cccs1. Reactants: B, C1CCOC1, O=C(O)CCCc1cccs1. RXN SMILES: [BH3:1].[O:13]1[CH2:14][CH2:15][CH2:16][CH2:17]1.[s:2]1[c:3]([CH2:7][CH2:8][CH2:9][C:10](=[O:11])[OH:12])[cH:4][cH:5][cH:6]1>>[s:2]1[c:3]([CH2:7][CH2:8][CH2:9][CH2:10][OH:11])[cH:4][cH:5][cH:6]1. Starting materials: Cl.S1C(=NC2=C1C=CC=C2)[C@@H]2[C@@H](CCC2)N (cis-2-(2-benzothiazolyl)cyclopentylamine hydrochloride), C[O-].[Na+] (sodium methoxide), C(C)(=O)O[C@H]1[C@@H](O[C@@H]([C@H]1OC(C)=O)COC(C)=O)N1C2=NC(=NC(=C2N=C1)Cl)Cl (9-(2,3,5-tri-O-acetyl-β-D-ribofuranosyl)-2,6-dichloro-9H-purine), C(C)(=O)O[C@H]1[C@@H](O[C@@H]([C@H]1OC(C)=O)COC(C)=O)N1C=NC=2C(N[C@H]3[C@H](CCC3)SC=3SC4=C(N3)C=CC=C4)=NC(=NC12)Cl (cis-2',3',5'-tri-O-acetyl-N-[2-[(2-benzothiazolyl)thio ]cyclopentyl]-2-chloroadenosine). The solvent is CO (methanol), C(C)N(CC)CC (triethylamine). Yields the product S1C(=NC2=C1C=CC=C2)S[C@@H]2[C@@H](CCC2)NC=2C=1N=CN([C@H]3[C@H](O)[C@H](O)[C@@H](CO)O3)C1N=C(N2)Cl (cis-N-[2-[(2-benzothiazolyl)thio]cyclopentyl]-2-chloroadenosine). Yield: 38.0%. As a reaction SMILES: Cl.S1C2C=CC=CC=2N=C1[C@H]1CCC[C@H]1N.C(O[C@@H]1[C@H](OC(=O)C)[C@@H](COC(=O)C)O[C@H]1N1C=NC2C1=NC(Cl)=NC=2Cl)(=O)C.C([O:49][C@@H:50]1[C@H:54]([O:55]C(=O)C)[C@@H:53]([CH2:59][O:60]C(=O)C)[O:52][C@H:51]1[N:64]1[C:88]2[N:87]=[C:86]([Cl:89])[N:85]=[C:68]([NH:69][C@@H:70]3[CH2:74][CH2:73][CH2:72][C@@H:71]3[S:75][C:76]3[S:77][C:78]4[CH:84]=[CH:83][CH:82]=[CH:81][C:79]=4[N:80]=3)[C:67]=2[N:66]=[CH:65]1)(=O)C.C[O-].[Na+]>CO.C(N(CC)CC)C>[S:77]1[C:78]2[CH:84]=[CH:83][CH:82]=[CH:81][C:79]=2[N:80]=[C:76]1[S:75][C@H:71]1[CH2:72][CH2:73][CH2:74][C@H:70]1[NH:69][C:68]1[C:67]2[N:66]=[CH:65][N:64]([C:88]=2[N:87]=[C:86]([Cl:89])[N:85]=1)[C@@H:51]1[O:52][C@H:53]([CH2:59][OH:60])[C@@H:54]([OH:55])[C@H:50]1[OH:49] |f:0.1,4.5|. Procedure details: The above cis-2-(2-benzothiazolyl)cyclopentylamine hydrochloride (1.5 g, 4.6 mmol) was combined with 9-(2,3,5-tri-O-acetyl-β-D-ribofuranosyl)-2,6-dichloro-9H-purine (2.0 g, 4.5 mmol) and triethylamine (2.49 ml) and reacted by the method described in Example 1. Deacylation of the purified cis-2',3',5'-tri-O-acetyl-N-[2-[(2-benzothiazolyl)thio ]cyclopentyl]-2-chloroadenosine using sodium methoxide in methanol provided the title cis-N-[2-[(2-benzothiazolyl)thio]cyclopentyl]-2-chloroadenosine (0.89 ... The reactants are CC(=O)OC(C)C, CN(C)CCc1c[nH]c2ccc(Cn3cncn3)cc12, CC(C)O, O=C(O)c1ccccc1. Product: CN(C)CCc1c[nH]c2ccc(Cn3cncn3)cc12, O=C([O-])c1ccccc1. Reaction SMILES: [C:30]([O:31][CH:32]([CH3:33])[CH3:34])(=[O:35])[CH3:36].[CH3:10][N:11]([CH3:12])[CH2:13][CH2:14][c:15]1[cH:16][nH:17][c:18]2[cH:19][cH:20][c:21]([CH2:22][n:23]3[cH:24][n:25][cH:26][n:27]3)[cH:28][c:29]12.[CH:37]([OH:38])([CH3:39])[CH3:40].[OH:1][C:2](=[O:3])[c:4]1[cH:5][cH:6][cH:7][cH:8][cH:9]1>>[CH3:10][N:11]([CH3:12])[CH2:13][CH2:14][c:15]1[cH:16][nH:17][c:18]2[cH:19][cH:20][c:21]([CH2:22][n:23]3[cH:24][n:25][cH:26][n:27]3)[cH:28][c:29]12.[O:1]=[C:2]([O-:3])[c:4]1[cH:5][cH:6][cH:7][cH:8][cH:9]1. Reactants: Cl.FC1=C(C=C(C=C1OCCO)OC)[C@H](C1=NN(C(N1)=O)C1=NC=CC=N1)NC1=CC=C(C(=N)N)C=C1 (4-{[(R)-[2-fluoro-3-(2-hydroxyethoxy)-5-methoxyphenyl](5-oxo-1-pyrimidin-2-yl-4,5-dihydro-1H-[1,2,4]-triazol-3-yl)methyl]amino}benzamidine hydrochloride), C([O-])([O-])=O.[K+].[K+] (potassium carbonate), C1(=CC=CC=C1)OC(OCC(=C)C)=O (carbonic acid 2-methylallyl ester phenyl ester), C(C)(=O)O (Acetic acid). Run in CS(=O)C (dimethyl sulfoxide), C(C)(=O)OCC (Ethyl acetate), O (water), C(C)(=O)OCC (ethyl acetate). Run at time 4 day. Product: CC(COC(N=C(N)C1=CC=C(C=C1)N[C@@H](C1=NN(C(N1)=O)C1=NC=CC=N1)C1=C(C(=CC(=C1)OC)OCCO)F)=O)=C ([1-amino(4-{[(R)-[2-fluoro-3-(2-hydroxyethoxy)-5-methoxyphenyl](5-oxo-1-pyrimidin-2-yl-4,5-dihydro-1H-[1,2,4]-triazol-3-yl)methyl]amino}phenyl)methylene]carbamic acid 2-methylallyl ester). RXN SMILES: Cl.[F:2][C:3]1[C:8]([O:9][CH2:10][CH2:11][OH:12])=[CH:7][C:6]([O:13][CH3:14])=[CH:5][C:4]=1[C@@H:15]([NH:28][C:29]1[CH:37]=[CH:36][C:32]([C:33]([NH2:35])=[NH:34])=[CH:31][CH:30]=1)[C:16]1[NH:20][C:19](=[O:21])[N:18]([C:22]2[N:27]=[CH:26][CH:25]=[CH:24][N:23]=2)[N:17]=1.C(=O)([O-])[O-].[K+].[K+].C1([O:50][C:51](=O)[O:52][CH2:53][C:54]([CH3:56])=[CH2:55])C=CC=CC=1.C(O)(=O)C>C(OCC)(=O)C.O.CS(C)=O>[CH3:56][C:54](=[CH2:55])[CH2:53][O:52][C:51](=[O:50])[N:34]=[C:33]([C:32]1[CH:31]=[CH:30][C:29]([NH:28][C@H:15]([C:4]2[CH:5]=[C:6]([O:13][CH3:14])[CH:7]=[C:8]([O:9][CH2:10][CH2:11][OH:12])[C:3]=2[F:2])[C:16]2[NH:20][C:19](=[O:21])[N:18]([C:22]3[N:23]=[CH:24][CH:25]=[CH:26][N:27]=3)[N:17]=2)=[CH:37][CH:36]=1)[NH2:35] |f:0.1,2.3.4|. Reported procedure: To a mixture of 4-{[(R)-[2-fluoro-3-(2-hydroxyethoxy)-5-methoxyphenyl](5-oxo-1-pyrimidin-2-yl-4,5-dihydro-1H-[1,2,4]-triazol-3-yl)methyl]amino}benzamidine hydrochloride (5.0 g, 9.41 mmol), potassium carbonate (2.6 g, 18.8 mmol), and dimethyl sulfoxide (15 mL), carbonic acid 2-methylallyl ester phenyl ester [CAS No. 138621-73-5] (1.57 g, 8.19 mmol) was added, and the resulting mixture was stirred at room temperature for 4 days. Ethyl acetate (100 mL) and water (200 mL) were added to the reaction ... Reactants: CN1CCOCC1 (N-methylmorpholine), CC(CC=1N=CNC1)(CC)C (4-(2,2-dimethylbutyl)-1H-imidazole), CN(S(=O)(=O)Cl)C (N,N-dimethylsulfamoyl chloride), CN1CCOCC1 (N-methylmorpholine), CN(S(=O)(=O)Cl)C (N,N-dimethylsulfamoyl chloride). Run in C(OC)COC (dimethoxyethane). Conditions: temperature 40 celsius, time 2 hour. Product: CC(CC=1N=CN(C1)S(=O)(=O)N(C)C)(CC)C (4-(2,2-dimethylbutyl)-N,N-dimethyl-1H-imidazole-1-sulfonamide). RXN SMILES: CN1CCOCC1.[CH3:8][C:9]([CH3:18])([CH2:16][CH3:17])[CH2:10][C:11]1[N:12]=[CH:13][NH:14][CH:15]=1.[CH3:19][N:20]([CH3:25])[S:21](Cl)(=[O:23])=[O:22]>C(COC)OC>[CH3:8][C:9]([CH3:18])([CH2:16][CH3:17])[CH2:10][C:11]1[N:12]=[CH:13][N:14]([S:21]([N:20]([CH3:25])[CH3:19])(=[O:23])=[O:22])[CH:15]=1. Procedure: N-methylmorpholine (54 mL, 0.48 mol) was added to a solution of 4-(2,2-dimethylbutyl)-1H-imidazole (36 g, 0.24 mol) in dimethoxyethane (360 mL). After warming to 40° C., N,N-dimethylsulfamoyl chloride (38 mL, 0.36 mol) was added over 15 min. After stirring at 40° C. for 2 h, N-methylmorpholine (11 mL) and N,N-dimethylsulfamoyl chloride (8 mL) were added. After stirring for an additional 2 h, and the reaction mixture was cooled and filtered rinsing with ether. The filtrate was extracted with ethe...